This data is from the Open Reaction Database (ORD), a public repository of structured organic reaction records. The task is: describe an organic reaction: reactants, conditions, products, and yield Starting materials: CN1CCCC1=O, N#C[Cu], Cc1c(I)cc(C(=O)NCc2ccc(S(C)(=O)=O)cc2)c(=O)n1-c1cccc(C(F)(F)F)c1. Yields the product Cc1c(C#N)cc(C(=O)NCc2ccc(S(C)(=O)=O)cc2)c(=O)n1-c1cccc(C(F)(F)F)c1. RXN SMILES: [CH3:37][N:38]1[CH2:39][CH2:40][CH2:41][C:42]1=[O:43].[Cu:34][C:35]#[N:36].[I:1][c:2]1[cH:3][c:4]([C:20](=[O:21])[NH:22][CH2:23][c:24]2[cH:25][cH:26][c:27]([S:30](=[O:31])(=[O:32])[CH3:33])[cH:28][cH:29]2)[c:5](=[O:19])[n:6](-[c:9]2[cH:10][c:11]([C:15]([F:16])([F:17])[F:18])[cH:12][cH:13][cH:14]2)[c:7]1[CH3:8]>>[c:2]1([C:35]#[N:36])[cH:3][c:4]([C:20](=[O:21])[NH:22][CH2:23][c:24]2[cH:25][cH:26][c:27]([S:30](=[O:31])(=[O:32])[CH3:33])[cH:28][cH:29]2)[c:5](=[O:19])[n:6](-[c:9]2[cH:10][c:11]([C:15]([F:16])([F:17])[F:18])[cH:12][cH:13][cH:14]2)[c:7]1[CH3:8]. Reactants: Cl.NO (hydroxylamine hydrochloride), C([O-])([O-])=O.[Na+].[Na+] (sodium carbonate), CN(C=O)C (N,N-dimethylformamide), COC(=O)C1=CC=C(CBr)C=C1 (p-methoxycarbonylbenzyl bromide), CN(C=O)C (DMF). Conditions: time 24 hour. Product: COC(=O)C1=CC=C(CN(O)CC2=CC=C(C=C2)C(=O)OC)C=C1 (N,N-bis-(p-methoxycarbonylbenzyl)hydroxylamine). As a reaction SMILES: Cl.[NH2:2][OH:3].[C:4](=[O:7])([O-])[O-].[Na+].[Na+].[CH3:10][O:11][C:12]([C:14]1[CH:21]=[CH:20][C:17]([CH2:18]Br)=[CH:16][CH:15]=1)=[O:13].CN(C)[CH:24]=[O:25]>>[CH3:10][O:11][C:12]([C:14]1[CH:21]=[CH:20][C:17]([CH2:18][N:2]([CH2:12][C:14]2[CH:21]=[CH:20][C:17]([C:4]([O:25][CH3:24])=[O:7])=[CH:16][CH:15]=2)[OH:3])=[CH:16][CH:15]=1)=[O:13] |f:0.1,2.3.4|. Procedure details: To a stirred suspension of 1.11 grams of hydroxylamine hydrochloride and 6.78 grams of anhydrous sodium carbonate in 20 ml of dry N,N-dimethylformamide (DMF) is added a solution of 7.49 grams of p-methoxycarbonylbenzyl bromide in 30 ml of dry DMF. The mixture is stirred at ambient temperature for 24 hours. Insoluble material present is removed by filtration and the filtrate is concentrated. The above-named product is obtained from the resulting residue by preparative liquid chromatography as 2.8... Starting materials: C(C1=CC=CC=C1)O[C@@H]1C(O)O[C@H]([C@H]([C@H]1OCC1=CC=CC=C1)OCC1=CC=CC=C1)C (2,3,4-tri-O-benzyl-L-fucopyranose), P(=O)(OCC1=CC=CC=C1)(OCC1=CC=CC=C1)[O-] (dibenzyl phosphate). Solvent: ClCCl (dichloromethane). Yields the product P(=O)(OCC1=CC=CC=C1)(OCC1=CC=CC=C1)O[C@@H]1[C@@H](OCC2=CC=CC=C2)[C@H](OCC2=CC=CC=C2)[C@H](OCC2=CC=CC=C2)[C@@H](O1)C (Dibenzyl 2,3,4-tri-O-benzyl-β-L-fucopyranosyl phosphate), oil. Isolated yield 95.0%. RXN SMILES: [CH2:1]([O:8][C@H:9]1[C@H:15]([O:16][CH2:17][C:18]2[CH:23]=[CH:22][CH:21]=[CH:20][CH:19]=2)[C@H:14]([O:24][CH2:25][C:26]2[CH:31]=[CH:30][CH:29]=[CH:28][CH:27]=2)[C@H:13]([CH3:32])[O:12][CH:10]1[OH:11])[C:2]1[CH:7]=[CH:6][CH:5]=[CH:4][CH:3]=1.[P:33]([O-])([O:43][CH2:44][C:45]1[CH:50]=[CH:49][CH:48]=[CH:47][CH:46]=1)([O:35][CH2:36][C:37]1[CH:42]=[CH:41][CH:40]=[CH:39][CH:38]=1)=[O:34]>ClCCl>[P:33]([O:11][C@H:10]1[O:12][C@@H:13]([CH3:32])[C@@H:14]([O:24][CH2:25][C:26]2[CH:31]=[CH:30][CH:29]=[CH:28][CH:27]=2)[C@@H:15]([O:16][CH2:17][C:18]2[CH:19]=[CH:20][CH:21]=[CH:22][CH:23]=2)[C@@H:9]1[O:8][CH2:1][C:2]1[CH:3]=[CH:4][CH:5]=[CH:6][CH:7]=1)([O:35][CH2:36][C:37]1[CH:42]=[CH:41][CH:40]=[CH:39][CH:38]=1)([O:43][CH2:44][C:45]1[CH:50]=[CH:49][CH:48]=[CH:47][CH:46]=1)=[O:34]. Reported procedure: A solution of 2,3,4-tri-O-benzyl-L-fucopyranose (0.50 g, 0.86 mmol) in 20 ml of dry dichloromethane and freshly recrystallized dibenzyl phosphate (0.24 g, 0.86 mmol) is stirred under a nitrogen atmosphere at room temperature for about 1 h. The solution is then concentrated and purified by chromatography (toluene/acetone 7:1). Dibenzyl 2,3,4-tri-O-benzyl-β-L-fucopyranosyl phosphate (5) is obtained in a yield of 95% as a colorless oil (0.57 g). TLC (toluene/acetone 7:1 gives an Rf of 0.45, [α]578 ... The reactants are OC(C#CC1=C(C=C(C=C1)Br)F)(C)C (4-(3-hydroxy-3,3-dimethyl-1-propynyl)-3-fluoro-1-bromobenzene), OO (hydrogen peroxide), Example 1, O1CCCC1 (tetrahydrofuran), [OH-].[Na+] (sodium hydroxide), CN1C(CCC1)=O (N-methylpyrrolidone), O1CCCC1 (tetrahydrofuran). The reagents and catalysts are Cl[Pd]([P](C1=CC=CC=C1)(C2=CC=CC=C2)C3=CC=CC=C3)([P](C4=CC=CC=C4)(C5=CC=CC=C5)C6=CC=CC=C6)Cl (bis(triphenylphosphine)palladium chloride). Yields the product OC(C#CC1=C(C=C(C=C1)\C=C\CCC)F)(C)C (4-(3-hydroxy-3,3-dimethyl-1-propynyl)-1-(1-trans-pentenyl)-3-fluorobenzene). The yield is 84.0%. As a reaction SMILES: [OH:1][C:2]([CH3:14])([CH3:13])[C:3]#[C:4][C:5]1[CH:10]=[CH:9][C:8](Br)=[CH:7][C:6]=1[F:12].[OH-].[Na+].CN1[CH2:22][CH2:21][CH2:20][C:19]1=O.OO.O1CCC[CH2:27]1>Cl[Pd](Cl)([P](C1C=CC=CC=1)(C1C=CC=CC=1)C1C=CC=CC=1)[P](C1C=CC=CC=1)(C1C=CC=CC=1)C1C=CC=CC=1>[OH:1][C:2]([CH3:14])([CH3:13])[C:3]#[C:4][C:5]1[CH:10]=[CH:9][C:8](/[CH:19]=[CH:20]/[CH2:21][CH2:22][CH3:27])=[CH:7][C:6]=1[F:12] |f:1.2,^1:33,52|. Procedure: In a four necked flask equipped with a stirrer, a reflux condenser and a thermometer which had been replaced by a nitrogen atmosphere, 4-(3-hydroxy-3,3-dimethyl-1-propynyl)-3-fluoro-1-bromobenzene (3.9 g, 15 mmol), bis(triphenylphosphine)palladium chloride (0.07 g, 0.1 mmol), sodium hydroxide (1.2 g, 30 mmol), tetrahydrofuran (40 ml) and N-methylpyrrolidone (5 ml) were charged. Then, to the mixture, a solution of E-1-pentenylcatecholborane prepared in Reference Example 1 (20 mmol) in tetrahydrof...